Dataset: the Open Reaction Database (ORD), a public repository of structured organic reaction records. Task: describe an organic reaction: reactants, conditions, products, and yield Starting materials: ClC=1C=CC=C2C=C(C(=NC12)C=1SC(=NN1)C)[C@H](C)N ((1S)-1-(8-chloro-2-(5-methyl-1,3,4-thiadiazol-2-yl)-quinolin-3-yl)ethanamine), CCN(C(C)C)C(C)C (huenig's base), ClC1=C2NC=NC2=NC=N1 (6-chloropurine). Solvent: C(CCC)O (1-butanol). Conditions: temperature 130 celsius. Yields the product ClC=1C=CC=C2C=C(C(=NC12)C=1SC(=NN1)C)[C@H](C)NC1=C2N=CNC2=NC=N1 (N—((S)-1-(8-chloro-2-(5-methyl-1,3,4-thiadiazol-2-yl)quinolin-3-yl)ethyl)-9H-purin-6-amine). RXN SMILES: [Cl:1][C:2]1[CH:3]=[CH:4][CH:5]=[C:6]2[C:11]=1[N:10]=[C:9]([C:12]1[S:13][C:14]([CH3:17])=[N:15][N:16]=1)[C:8]([C@@H:18]([NH2:20])[CH3:19])=[CH:7]2.CCN(C(C)C)C(C)C.Cl[C:31]1[N:39]=[CH:38][N:37]=[C:36]2[C:32]=1[NH:33][CH:34]=[N:35]2>C(O)CCC>[Cl:1][C:2]1[CH:3]=[CH:4][CH:5]=[C:6]2[C:11]=1[N:10]=[C:9]([C:12]1[S:13][C:14]([CH3:17])=[N:15][N:16]=1)[C:8]([C@@H:18]([NH:20][C:31]1[N:39]=[CH:38][N:37]=[C:36]3[C:32]=1[N:33]=[CH:34][NH:35]3)[CH3:19])=[CH:7]2. Procedure details: To a stirred solution of (1S)-1-(8-chloro-2-(5-methyl-1,3,4-thiadiazol-2-yl)-quinolin-3-yl)ethanamine (9 mg, 30 μmol) in 1-butanol (1.5 mL) was added huenig's base (6 μl, 35 μmol) and 6-chloropurine (5 mg, 30 μmol). The reaction was heated to 130° C. for 16 hours and then cooled to room temperature. The crude reaction mixture was purified by reverse phase HPLC (gradient: 20% water in acetonitrile to 85% water in acetonitrile) to give N—((S)-1-(8-chloro-2-(5-methyl-1,3,4-thiadiazol-2-yl)quinolin-... Starting materials: C(=O)(O)CC1COC2=C1C(=CC=C2OC)C(=O)NC2=C(C=NC=C2Cl)Cl ((±)-3-Carboxymethyl-4-(3,5-dichloro-4-pyridylaminocarbonyl)-7-methoxy-2,3-dihydrobenzofuran), C1(=CC=CC=C1)N1CCNCC1 (1-phenylpiperazine). Yields the product ClC=1C=NC=C(C1NC(=O)C1=CC=C(C2=C1C(CO2)CC(=O)N2CCN(CC2)C2=CC=CC=C2)OC)Cl ((±)-4-[(3,5-Dichloro-4-pyridyl)aminocarbonyl]-7-methoxy-3-[(4-phenyl-1-piperazinyl)carbonyl]methyl-2,3-dihydrobenzofuran). Yield: 51.0%. RXN SMILES: [C:1]([CH2:4][CH:5]1[C:9]2[C:10]([C:16]([NH:18][C:19]3[C:24]([Cl:25])=[CH:23][N:22]=[CH:21][C:20]=3[Cl:26])=[O:17])=[CH:11][CH:12]=[C:13]([O:14][CH3:15])[C:8]=2[O:7][CH2:6]1)([OH:3])=O.[C:27]1([N:33]2[CH2:38][CH2:37][NH:36][CH2:35][CH2:34]2)[CH:32]=[CH:31][CH:30]=[CH:29][CH:28]=1>>[Cl:26][C:20]1[CH:21]=[N:22][CH:23]=[C:24]([Cl:25])[C:19]=1[NH:18][C:16]([C:10]1[C:9]2[CH:5]([CH2:4][C:1]([N:36]3[CH2:37][CH2:38][N:33]([C:27]4[CH:32]=[CH:31][CH:30]=[CH:29][CH:28]=4)[CH2:34][CH2:35]3)=[O:3])[CH2:6][O:7][C:8]=2[C:13]([O:14][CH3:15])=[CH:12][CH:11]=1)=[O:17]. Procedure: Substantially the same procedure as in Example 13 was repeated using Compound 9 (0.30 g) obtained in Example 9 and 1-phenylpiperazine to give Compound 21 (0.21 g, 51%) as a white solid. Reactants: O1C(OCCC1)C=1C=C(C=C(C1OC)OC)C(O)C1=C(C=CC(=C1)C=1OC=CC1)OC ((3-(1,3-dioxan-2-yl)-4,5-dimethoxyphenyl)(5-(furan-2-yl)-2-methoxyphenyl)methanol), [Mg] (magnesium), BrC=1C=C(C(=C(C1)C1OCCCO1)OC)OC (2-(5-bromo-2,3-dimethoxyphenyl)-1,3-dioxane), O1C(OCCC1)C=1C=C(C=C(C1OC)OC)C(O)C1=C(C=CC(=C1)C=1OC=CC1)OC ((3-(1,3-dioxan-2-yl)-4,5-dimethoxyphenyl)(5-(furan-2-yl)-2-methoxyphenyl)methanol), Compound ( III ), [Cr](=O)(=O)([O-])O[Cr](=O)(=O)[O-].[NH+]1=CC=CC=C1.[NH+]1=CC=CC=C1 (pyridinium dichromate). Solvent: C(C)OCC (diethylether), ClCCl (dichloromethane). Yields the product O1C(OCCC1)C=1C=C(C=C(C1OC)OC)C(=O)C1=C(C=CC(=C1)C=1OC=CC1)OC ((3-(1,3-dioxan-2-yl)-4,5-dimethoxyphenyl)(5-(furan-2-yl)-2-methoxyphenyl)methanone). As a reaction SMILES: [Mg].BrC1C=C(OC)C(OC)=C(C2OCCCO2)C=1.[O:19]1[CH2:24][CH2:23][CH2:22][O:21][CH:20]1[C:25]1[CH:26]=[C:27]([CH:35]([C:37]2[CH:42]=[C:41]([C:43]3[O:44][CH:45]=[CH:46][CH:47]=3)[CH:40]=[CH:39][C:38]=2[O:48][CH3:49])[OH:36])[CH:28]=[C:29]([O:33][CH3:34])[C:30]=1[O:31][CH3:32].[Cr](O[Cr]([O-])(=O)=O)([O-])(=O)=O.[NH+]1C=CC=CC=1.[NH+]1C=CC=CC=1>ClCCl.C(OCC)C>[O:19]1[CH2:24][CH2:23][CH2:22][O:21][CH:20]1[C:25]1[CH:26]=[C:27]([C:35]([C:37]2[CH:42]=[C:41]([C:43]3[O:44][CH:45]=[CH:46][CH:47]=3)[CH:40]=[CH:39][C:38]=2[O:48][CH3:49])=[O:36])[CH:28]=[C:29]([O:33][CH3:34])[C:30]=1[O:31][CH3:32] |f:3.4.5|. Reported procedure: As shown in Reaction 1, first, magnesium was added to 2-(5-bromo-2,3-dimethoxyphenyl)-1,3-dioxane as a starting material, which substituted an aldehyde group with an acetyl group. Then, Compound (III) derivative was substituted thereto to synthesize (3-(1,3-dioxan-2-yl)-4,5-dimethoxyphenyl)(5-(furan-2-yl)-2-methoxyphenyl)methanol. Thus obtained (3-(1,3-dioxan-2-yl)-4,5-dimethoxyphenyl)(5-(furan-2-yl)-2-methoxyphenyl)methanol (1.7 g, 4.0 mmol) was dissolved in 40 ml of anhydrous dichloromethane, ... Starting materials: [Li]C, CC(=O)NCC1CN(c2ccc(N3CCC(=O)C(C)(C)C3)c(F)c2)C(=O)O1, C1CCOC1. Yields the product CC(=O)NCC1CN(c2ccc(N3CCC(C)(O)C(C)(C)C3)c(F)c2)C(=O)O1. Reaction SMILES: [CH3:28][Li:29].[O:1]=[C:2]1[C:3]([CH3:26])([CH3:27])[CH2:4][N:5]([c:8]2[c:9]([F:25])[cH:10][c:11]([N:14]3[C:15](=[O:24])[O:16][CH:17]([CH2:19][NH:20][C:21]([CH3:22])=[O:23])[CH2:18]3)[cH:12][cH:13]2)[CH2:6][CH2:7]1.[O:30]1[CH2:31][CH2:32][CH2:33][CH2:34]1>>[OH:1][C:2]1([CH3:28])[C:3]([CH3:26])([CH3:27])[CH2:4][N:5]([c:8]2[c:9]([F:25])[cH:10][c:11]([N:14]3[C:15](=[O:24])[O:16][CH:17]([CH2:19][NH:20][C:21]([CH3:22])=[O:23])[CH2:18]3)[cH:12][cH:13]2)[CH2:6][CH2:7]1. Starting materials: Br, O=C([O-])O, C[Si](C)(C)C=[N+]=[N-], CC(=O)O, CC#N, ClCCl, [Na+], O=C(O)C1CC(=O)N(c2cccc(C(F)(F)F)c2)C1, CN(C)C=O, O=S(Cl)Cl. The product is O=C(CBr)C1CC(=O)N(c2cccc(C(F)(F)F)c2)C1. As a reaction SMILES: [BrH:31].[C:36](=[O:37])([OH:38])[O-:39].[CH3:24][Si:25]([CH:26]=[N+:27]=[N-:28])([CH3:29])[CH3:30].[CH3:32][C:33](=[O:34])[OH:35].[CH3:44][C:45]#[N:46].[Cl:41][CH2:42][Cl:43].[Na+:40].[O:1]=[C:2]1[CH2:3][CH:4]([C:17](=[O:18])[OH:19])[CH2:5][N:6]1[c:7]1[cH:8][c:9]([C:13]([F:14])([F:15])[F:16])[cH:10][cH:11][cH:12]1.[O:47]=[CH:48][N:49]([CH3:50])[CH3:51].[S:20]([Cl:21])([Cl:22])=[O:23]>>[O:1]=[C:2]1[CH2:3][CH:4]([C:17](=[O:19])[CH2:24][Br:31])[CH2:5][N:6]1[c:7]1[cH:8][c:9]([C:13]([F:14])([F:15])[F:16])[cH:10][cH:11][cH:12]1. Starting materials: CN(C)C=O (DMF), IC1=C(N=CN1CCC1=CC=CC=C1)C1=CC=CC=C1 (5-iodo-1-phenethyl-4-phenylimidazole), IC=1N=CN(C1C1=CC=CC=C1)CCC1=CC=CC=C1 (4-iodo-1-phenethyl-5-phenylimidazole), [Li+].CC(C)[N-]C(C)C (LDA). Run in C1CCOC1 (THF). Reaction conditions: temperature -78 celsius, time 30 minute. Yields the product IC1=C(N=C(N1CCC1=CC=CC=C1)C=O)C1=CC=CC=C1 (5-iodo-1-phenethyl-4-phenylimidazole-2-carbaldehyde). Reaction SMILES: [I:1][C:2]1[N:6]([CH2:7][CH2:8][C:9]2[CH:14]=[CH:13][CH:12]=[CH:11][CH:10]=2)[CH:5]=[N:4][C:3]=1[C:15]1[CH:20]=[CH:19][CH:18]=[CH:17][CH:16]=1.IC1N=CN(CCC2C=CC=CC=2)C=1C1C=CC=CC=1.[Li+].CC([N-]C(C)C)C.CN([CH:52]=[O:53])C>C1COCC1>[I:1][C:2]1[N:6]([CH2:7][CH2:8][C:9]2[CH:14]=[CH:13][CH:12]=[CH:11][CH:10]=2)[C:5]([CH:52]=[O:53])=[N:4][C:3]=1[C:15]1[CH:20]=[CH:19][CH:18]=[CH:17][CH:16]=1 |f:2.3|. Reported procedure: A solution of the mixture of 5-iodo-1-phenethyl-4-phenylimidazole and 4-iodo-1-phenethyl-5-phenylimidazole (example 247C) (0.7 g, 1.87 mmoles) in THF (9 mL) under argon is cooled to −78° C. A 2.0M LDA solution (1.9 mL, 3.8 mmoles) is added dropwise. After 30 minutes at −78° C., DMF (0.9 mL, 3.8 mmoles) is added dropwise. The reaction mixture is allowed to reach 0° C., then it is quenched by adding a half-saturated NaHCO3 solution. The aqueous phase is extracted three times with AcOEt. The organi...